From a dataset of the Open Reaction Database (ORD), a public repository of structured organic reaction records. describe an organic reaction: reactants, conditions, products, and yield The reactants are ClC1=CC=C(C=C1)C=1N=C(OC1)C1=CC=C(C(=O)OC)C=C1 (methyl 4-[4-(4-chlorophenyl)-2-oxazolyl]benzoate), Cl (hydrochloric acid), aqueous solution, [OH-].[Na+] (sodium hydroxide), O1CCCC1 (tetrahydrofuran). The solvent is CO (methanol), O (water). Product: ClC1=CC=C(C=C1)C=1N=C(OC1)C1=CC=C(C(=O)O)C=C1 (4-[4-(4-chlorophenyl)-2-oxazolyl]benzoic acid). Yield: 63.5%. As a reaction SMILES: [Cl:1][C:2]1[CH:7]=[CH:6][C:5]([C:8]2[N:9]=[C:10]([C:13]3[CH:22]=[CH:21][C:16]([C:17]([O:19]C)=[O:18])=[CH:15][CH:14]=3)[O:11][CH:12]=2)=[CH:4][CH:3]=1.[OH-].[Na+].O1CCCC1.Cl>O.CO>[Cl:1][C:2]1[CH:3]=[CH:4][C:5]([C:8]2[N:9]=[C:10]([C:13]3[CH:22]=[CH:21][C:16]([C:17]([OH:19])=[O:18])=[CH:15][CH:14]=3)[O:11][CH:12]=2)=[CH:6][CH:7]=1 |f:1.2|. Procedure: A mixture of methyl 4-[4-(4-chlorophenyl)-2-oxazolyl]benzoate (450 mg), a 1N aqueous solution of sodium hydroxide (2.5 ml), tetrahydrofuran (10 ml) and methanol (5 ml) was stirred at 60 to 70° C. for 20 minutes. The reaction mixture was poured into water. To the mixture was added 1N hydrochloric acid, and precipitated 4-[4-(4-chlorophenyl)-2-oxazolyl]benzoic acid (273 mg, Yield: 64%) was collected by filtration and then washed with water. The product was recrystallized from acetone-isopropyl eth... Reactants: COC([C@H](CC(C)C)N1C(C=C(C1)OC1=C(C(=CC=C1F)OCC)F)=O)=O ((S)-2-[4-(3-ethoxy-2,6-difluoro-phenoxy)-2-oxo-2,5-dihydro-pyrrol-1-yl]-4-methyl-pentanoic acid methyl ester), O.[OH-].[Li+] (lithium hydroxide monohydrate). Run in O1CCCC1 (tetrahydrofuran). Reaction conditions: temperature 5 celsius, time 3 hour. Yields the product C(C)OC=1C(=C(OC2=CC(N(C2)[C@H](C(=O)O)CC(C)C)=O)C(=CC1)F)F ((S)-2-[4-(3-ethoxy-2,6-difluoro-phenoxy)-2-oxo-2,5-dihydro-pyrrol-1-yl]-4-methyl-pentanoic acid). Yield: 105.6%. RXN SMILES: C[O:2][C:3](=[O:27])[C@@H:4]([N:9]1[CH2:13][C:12]([O:14][C:15]2[C:20]([F:21])=[CH:19][CH:18]=[C:17]([O:22][CH2:23][CH3:24])[C:16]=2[F:25])=[CH:11][C:10]1=[O:26])[CH2:5][CH:6]([CH3:8])[CH3:7].O.[OH-].[Li+]>O1CCCC1>[CH2:23]([O:22][C:17]1[C:16]([F:25])=[C:15]([C:20]([F:21])=[CH:19][CH:18]=1)[O:14][C:12]1[CH2:13][N:9]([C@@H:4]([CH2:5][CH:6]([CH3:8])[CH3:7])[C:3]([OH:27])=[O:2])[C:10](=[O:26])[CH:11]=1)[CH3:24] |f:1.2.3|. Procedure: To a solution containing (S)-2-[4-(3-ethoxy-2,6-difluoro-phenoxy)-2-oxo-2,5-dihydro-pyrrol-1-yl]-4-methyl-pentanoic acid methyl ester (1.68 g, 0.004 mol) in tetrahydrofuran (60 mL) was treated with an aqueous solution of lithium hydroxide monohydrate (0.5N, 18 mL, 0.009 mol). The mixture was stirred at 5° C. for 3 h, and the solvents evaporated. The residue was dissolved in water and washed with diethyl ether, and the diethyl ether layer discarded. The aqueous phase was acidified with dilute hyd... The reactants are BrCC1OCCO1, CCOC(C)=O, CN(C)C=O, [H-], [Na+], O, O=c1ccc2ccncc2[nH]1. Product: O=c1ccc2ccncc2n1CC1OCCO1. As a reaction SMILES: [Br:14][CH2:15][CH:16]1[O:17][CH2:18][CH2:19][O:20]1.[CH3:21][CH2:22][O:23][C:24](=[O:25])[CH3:26].[CH3:27][N:28]([CH3:29])[CH:30]=[O:31].[H-:12].[Na+:13].[OH2:32].[nH:1]1[c:2](=[O:11])[cH:3][cH:4][c:5]2[cH:6][cH:7][n:8][cH:9][c:10]12>>[n:1]1([CH2:15][CH:16]2[O:17][CH2:18][CH2:19][O:20]2)[c:2](=[O:11])[cH:3][cH:4][c:5]2[cH:6][cH:7][n:8][cH:9][c:10]12.